This data is from the Open Reaction Database (ORD), a public repository of structured organic reaction records. The task is: describe an organic reaction: reactants, conditions, products, and yield Reactants: C1(=CC=CC=C1)C1=C2C(=CC3=CC=CC=C13)C(=O)OC2=O (1-Phenyl-2,3-naphthalenedicarboxylic anhydride), [H-].[Al+3].[Li+].[H-].[H-].[H-] (lithium aluminium hydride), O1CCCC1 (tetrahydrofuran). The solvent is O (Water). Product: C1(=CC=CC=C1)C1=C(C(=CC2=CC=CC=C12)CO)CO (1-phenyl-2,3-bis(hydroxymethyl)naphthalene). Reaction SMILES: [C:1]1([C:7]2[C:16]3[C:11](=[CH:12][CH:13]=[CH:14][CH:15]=3)[CH:10]=[C:9]3[C:17]([O:19][C:20](=O)[C:8]=23)=[O:18])[CH:6]=[CH:5][CH:4]=[CH:3][CH:2]=1.[H-].[Al+3].[Li+].[H-].[H-].[H-].O1CCCC1>O>[C:1]1([C:7]2[C:16]3[C:11](=[CH:12][CH:13]=[CH:14][CH:15]=3)[CH:10]=[C:9]([CH2:17][OH:18])[C:8]=2[CH2:20][OH:19])[CH:2]=[CH:3][CH:4]=[CH:5][CH:6]=1 |f:1.2.3.4.5.6|. Procedure details: 1-Phenyl-2,3-naphthalenedicarboxylic anhydride (VII) (25 g) was added to lithium aluminium hydride (10.4 g) in refluxing tetrahydrofuran (500 ml) over 30 min. and the reactants were refluxed for a further 1 hr. Water was added and the precipitate formed was filtered off and washed with ether (3 × 500 ml). The filtrate and the combined ether washings were dried (Mg2SO4) and evaporated to dryness. The residue was recrystallised from toluene to give 1-phenyl-2,3-bis(hydroxymethyl)naphthalene (VIII)... The reactants are CN(C)CCCNc1c([N+](=O)[O-])cc(C(=O)O)cc1S(N)(=O)=O, [H][H], [Na+], [OH-]. Product: CN(C)CCCNc1c(N)cc(C(=O)O)cc1S(N)(=O)=O. Reaction SMILES: [CH3:1][N:2]([CH2:3][CH2:4][CH2:5][NH:6][c:7]1[c:8]([N+:20]([O-:21])=[O:22])[cH:9][c:10]([C:11](=[O:12])[OH:13])[cH:14][c:15]1[S:16]([NH2:17])(=[O:18])=[O:19])[CH3:23].[H:24][H:25].[Na+:27].[OH-:26]>>[CH3:1][N:2]([CH2:3][CH2:4][CH2:5][NH:6][c:7]1[c:8]([NH2:20])[cH:9][c:10]([C:11](=[O:12])[OH:13])[cH:14][c:15]1[S:16]([NH2:17])(=[O:18])=[O:19])[CH3:23].